Task: describe an organic reaction: reactants, conditions, products, and yield. Dataset: the Open Reaction Database (ORD), a public repository of structured organic reaction records Reactants: CC(C)(C)c1nn(CC(=O)Nc2sc3c(c2C(=O)NCCO)CCCC3)cc1C=O, CC(=O)O, CCN, ClCCl. The product is CCNCc1cn(CC(=O)Nc2sc3c(c2C(=O)NCCO)CCCC3)nc1C(C)(C)C. RXN SMILES: [C:1]([CH3:2])([CH3:3])([CH3:4])[c:5]1[n:6][n:7]([CH2:12][C:13](=[O:14])[NH:15][c:16]2[c:17]([C:25](=[O:26])[NH:27][CH2:28][CH2:29][OH:30])[c:18]3[c:19]([s:20]2)[CH2:21][CH2:22][CH2:23][CH2:24]3)[cH:8][c:9]1[CH:10]=[O:11].[CH3:31][C:32](=[O:33])[OH:34].[CH3:35][CH2:36][NH2:37].[Cl:38][CH2:39][Cl:40]>>[C:1]([CH3:2])([CH3:3])([CH3:4])[c:5]1[n:6][n:7]([CH2:12][C:13](=[O:14])[NH:15][c:16]2[c:17]([C:25](=[O:26])[NH:27][CH2:28][CH2:29][OH:30])[c:18]3[c:19]([s:20]2)[CH2:21][CH2:22][CH2:23][CH2:24]3)[cH:8][c:9]1[CH2:10][NH:37][CH2:36][CH3:35]. Starting materials: OC[C@H](N)[C@H](O)\C=C\CCCCCCCCCCCCC (sphingosine), [Na] (sodium), FCC(=O)O (fluoroacetic acid), [I-].ClC1N(C=CC=C1)C (2-chloro-1-methylpyridine iodide). Solvent: CN(C=O)C (dimethylformamide), C(C)N(CC)CC (triethylamine). Yields the product FCC(=O)N[C@@H](CO)[C@H](O)\C=C\CCCCCCCCCCCCC (N-FLUOROACETYL SPHINGOSINE). Reaction SMILES: [OH:1][CH2:2][C@@H:3]([C@@H:5](/[CH:7]=[CH:8]/[CH2:9][CH2:10][CH2:11][CH2:12][CH2:13][CH2:14][CH2:15][CH2:16][CH2:17][CH2:18][CH2:19][CH2:20][CH3:21])[OH:6])[NH2:4].[Na].[F:23][CH2:24][C:25](O)=[O:26].[I-].ClC1C=CC=CN1C>CN(C)C=O.C(N(CC)CC)C>[F:23][CH2:24][C:25]([NH:4][C@H:3]([C@@H:5](/[CH:7]=[CH:8]/[CH2:9][CH2:10][CH2:11][CH2:12][CH2:13][CH2:14][CH2:15][CH2:16][CH2:17][CH2:18][CH2:19][CH2:20][CH3:21])[OH:6])[CH2:2][OH:1])=[O:26] |f:3.4,^1:21|. Procedure details: 5.0 gr of sphingosine (16.70) mM), prepared according to Example 4, are reacted with 2.1 gr of the sodium salt of fluoroacetic acid (20.88 mM), in the presence of 5.3 gr of 2-chloro-1-methylpyridine iodide (20.88 mM) and 5.8 cc of triethylamine (42.00 mM) in 80 cc of dimethylformamide, at room temperature overnight. The solvent is evaporated, and the residue is gathered in CH2Cl2 and washed with H2O. It is anhydrified and purified by chromatography, eluting with a mixture of CH2Cl2 /ethyl acetat... Reactants: Cl (HCl), C(C)OCC (diethyl ether), BrC=1C(=NC(=NC1)Cl)NC1=CC(=C(C(=C1)OC)OC)OC (5-bromo-2-chloro-N-(3,4,5-trimethoxyphenyl)pyrimidin-4-amine), NC1=CC=C(C=C1)NC(C)=O (N-(4-aminophenyl)acetamide). The solvent is CC(C)O (2-propanol), C(C)#N.O (acetonitrile H2O). Reaction conditions: temperature 90 celsius. Yields the product Cl.BrC=1C(=NC(=NC1)NC1=CC=C(C=C1)NC(C)=O)NC1=CC(=C(C(=C1)OC)OC)OC (N-[4-({5-bromo-4-[(3,4,5-trimethoxyphenyl)amino]pyrimidin-2-yl}amino)phenyl]acetamide hydrochloride). Isolated yield 71.7%. Reaction SMILES: [Br:1][C:2]1[C:3]([NH:9][C:10]2[CH:15]=[C:14]([O:16][CH3:17])[C:13]([O:18][CH3:19])=[C:12]([O:20][CH3:21])[CH:11]=2)=[N:4][C:5]([Cl:8])=[N:6][CH:7]=1.[NH2:22][C:23]1[CH:28]=[CH:27][C:26]([NH:29][C:30](=[O:32])[CH3:31])=[CH:25][CH:24]=1.Cl.C(OCC)C>CC(O)C.C(#N)C.O>[ClH:8].[Br:1][C:2]1[C:3]([NH:9][C:10]2[CH:15]=[C:14]([O:16][CH3:17])[C:13]([O:18][CH3:19])=[C:12]([O:20][CH3:21])[CH:11]=2)=[N:4][C:5]([NH:22][C:23]2[CH:24]=[CH:25][C:26]([NH:29][C:30](=[O:32])[CH3:31])=[CH:27][CH:28]=2)=[N:6][CH:7]=1 |f:5.6,7.8|. Procedure details: To a mixture of 5-bromo-2-chloro-N-(3,4,5-trimethoxyphenyl)pyrimidin-4-amine (67 mg, 0.178 mmol) and N-(4-aminophenyl)acetamide (28 mg, 0.185 mmol) in 2-propanol (2 mL) was added 1N HCl in diethyl ether (50 uL, 0.05 mmol). The reaction mixture was heated at 90° C. for approx. 36 hours. After the reaction was cooled to room temperature the mixture was taken up in 1:1 acetonitrile/H2O (60 mL) and lyopholized to give N-[4-({5-bromo-4-[(3,4,5-trimethoxyphenyl)amino]pyrimidin-2-yl}amino)phenyl]acetam... Reactants: CC(C)O, [Cl-], COc1cccc(CC(=O)CF)c1OC, N, [NH4+], N#C[Na]. Yields the product COc1cccc(CC(N)(C#N)CF)c1OC. As a reaction SMILES: [CH:22]([OH:23])([CH3:24])[CH3:25].[Cl-:16].[F:1][CH2:2][C:3]([CH2:4][c:5]1[c:6]([O:13][CH3:14])[c:7]([O:11][CH3:12])[cH:8][cH:9][cH:10]1)=[O:15].[NH3:18].[NH4+:17].[Na:19][C:20]#[N:21]>>[F:1][CH2:2][C:3]([CH2:4][c:5]1[c:6]([O:13][CH3:14])[c:7]([O:11][CH3:12])[cH:8][cH:9][cH:10]1)([NH2:17])[C:20]#[N:21]. Starting materials: FC=1C=C(C=C(C1F)F)C1CCC(CC1)CCO (4-(3',4',5'-Trifluorophenyl)-1-(2'-hydroxyethyl)cyclohexane), Br (HBr). Run in O (water). Product: FC=1C=C(C=C(C1F)F)C1CCC(CC1)CCBr (4-(3',4',5'-trifluorophenyl)-1 -(2'-bromoethyl)cyclohexane). Reaction SMILES: [F:1][C:2]1[CH:3]=[C:4]([CH:10]2[CH2:15][CH2:14][CH:13]([CH2:16][CH2:17]O)[CH2:12][CH2:11]2)[CH:5]=[C:6]([F:9])[C:7]=1[F:8].[BrH:19]>O>[F:1][C:2]1[CH:3]=[C:4]([CH:10]2[CH2:15][CH2:14][CH:13]([CH2:16][CH2:17][Br:19])[CH2:12][CH2:11]2)[CH:5]=[C:6]([F:9])[C:7]=1[F:8]. Reported procedure: 4-(3',4',5'-Trifluorophenyl)-1-(2'-hydroxyethyl)cyclohexane (10.4 g) was added to an aqueous solution of 47% HBr (15 ml), followed by stirring the mixture under reflux for 2 hours, adding the reaction solution to water (50 ml), extracting with ethyl acetate (100 ml), washing the organic layer with water, drying over anhydrous MgSO4, and concentrating the solvent under reduced pressure, to obtain 4-(3',4',5'-trifluorophenyl)-1 -(2'-bromoethyl)cyclohexane (10.4g). Starting materials: Cl.ClC1=NC(=CC=2N1N=C(N2)C2CCN(CC2)C(C)C)C2=C(C=C(C=C2)F)Cl (5-Chloro-7-(2-chloro-4-fluorophenyl)-2-[1-(propan-2-yl)piperidin-4-yl][1,2,4]triazolo[1,5-c]-pyrimidine hydrochloride), Cl.N1CC(CCC1)NC1=CC=C(C=N1)C#N (6-(Piperidin-3-ylamino)pyridine-3-carbonitrile hydrochloride), C(C)(C)N(C(C)C)CC (N,N-diisopropylethylamine). Run in CS(=O)C (DMSO). Reaction conditions: temperature 130 celsius. The product is ClC1=C(C=CC(=C1)F)C1=CC=2N(C(=N1)N1CC(CCC1)NC1=CC=C(C=N1)C#N)N=C(N2)C2CCN(CC2)C(C)C (6-[(1-{7-(2-Chloro-4-fluorophenyl)-2-[1-(propan-2-yl)piperidin-4-yl][1,2,4]triazolo[1,5-c]pyrimidin-5-yl}piperidin-3-yl)amino]pyridine-3-carbonitrile). Reaction SMILES: Cl.Cl[C:3]1[N:8]2[N:9]=[C:10]([CH:12]3[CH2:17][CH2:16][N:15]([CH:18]([CH3:20])[CH3:19])[CH2:14][CH2:13]3)[N:11]=[C:7]2[CH:6]=[C:5]([C:21]2[CH:26]=[CH:25][C:24]([F:27])=[CH:23][C:22]=2[Cl:28])[N:4]=1.Cl.[NH:30]1[CH2:35][CH2:34][CH2:33][CH:32]([NH:36][C:37]2[N:42]=[CH:41][C:40]([C:43]#[N:44])=[CH:39][CH:38]=2)[CH2:31]1.C(N(CC)C(C)C)(C)C>CS(C)=O>[Cl:28][C:22]1[CH:23]=[C:24]([F:27])[CH:25]=[CH:26][C:21]=1[C:5]1[N:4]=[C:3]([N:30]2[CH2:35][CH2:34][CH2:33][CH:32]([NH:36][C:37]3[N:42]=[CH:41][C:40]([C:43]#[N:44])=[CH:39][CH:38]=3)[CH2:31]2)[N:8]2[N:9]=[C:10]([CH:12]3[CH2:17][CH2:16][N:15]([CH:18]([CH3:20])[CH3:19])[CH2:14][CH2:13]3)[N:11]=[C:7]2[CH:6]=1 |f:0.1,2.3|. Procedure details: 80 mg (0.2 mmol) of 5-chloro-7-(2-chloro-4-fluorophenyl)-2-[1-(propan-2-yl)piperidin-4-yl][1,2,4]triazolo[1,5-c]pyrimidine hydrochloride (Example 52A), 50 mg (0.2 mmol) of 6-(piperidin-3-ylamino)pyridine-3-carbonitrile hydrochloride (Example 19A) and 0.17 ml (0.99 mmol) of N,N-diisopropylethylamine were initially charged in 1 ml of DMSO. The mixture was heated in the microwave at 130° C. for 30 min. This gave, after purification of the crude product by preparative HPLC (Method 11), 39 mg (37% of... Reactants: CCOCC, ClCCl, Cc1ccccc1I, N#CCCCN1CCCC1. Product: Cc1ccccc1C(=O)CCCN1CCCC1. RXN SMILES: [CH3:19][CH2:20][O:21][CH2:22][CH3:23].[Cl:24][CH2:25][Cl:26].[I:1][c:2]1[c:3]([CH3:8])[cH:4][cH:5][cH:6][cH:7]1.[N:9]1([CH2:14][CH2:15][CH2:16][C:17]#[N:18])[CH2:10][CH2:11][CH2:12][CH2:13]1>>[c:2]1([C:17]([CH2:16][CH2:15][CH2:14][N:9]2[CH2:10][CH2:11][CH2:12][CH2:13]2)=[O:21])[c:3]([CH3:8])[cH:4][cH:5][cH:6][cH:7]1. Reactants: C(C1=CC=CC=C1)OC1=C(C=CC(=C1)Cl)C1=NSC(=N1)CO ((3-(2-(benzyloxy)-4-chlorophenyl)-1,2,4-thiadiazol-5-yl) methanol), P(Br)(Br)Br (PBr3), O (water). The solvent is C1(=CC=CC=C1)C (toluene). Conditions: temperature 100 celsius. Product: C(C1=CC=CC=C1)OC1=C(C=CC(=C1)Cl)C1=NSC(=N1)CBr (3-(2-(Benzyloxy)-4-chlorophenyl)-5-(bromomethyl)-1,2,4-thiadiazole). Isolated yield 79.4%. Reaction SMILES: [CH2:1]([O:8][C:9]1[CH:14]=[C:13]([Cl:15])[CH:12]=[CH:11][C:10]=1[C:16]1[N:20]=[C:19]([CH2:21]O)[S:18][N:17]=1)[C:2]1[CH:7]=[CH:6][CH:5]=[CH:4][CH:3]=1.P(Br)(Br)[Br:24].O>C1(C)C=CC=CC=1>[CH2:1]([O:8][C:9]1[CH:14]=[C:13]([Cl:15])[CH:12]=[CH:11][C:10]=1[C:16]1[N:20]=[C:19]([CH2:21][Br:24])[S:18][N:17]=1)[C:2]1[CH:7]=[CH:6][CH:5]=[CH:4][CH:3]=1. Reported procedure: To a solution of (3-(2-(benzyloxy)-4-chlorophenyl)-1,2,4-thiadiazol-5-yl) methanol (0.35 g, 1.05 mmol) in toluene (10 ml) was added PBr3 (0.16 ml, 1.58 mmol) and the resulting reaction mixture was heated at 100° C. for 15 min. After the completion of the reaction (TLC monitoring), the reaction mixture was cooled to 0° C., added water (50 ml) and extracted with ethyl acetate (3×50 ml). The combined organics was washed with saturated NaHCO3 solution, dried over Na2SO4, filtered and concentrated un... Starting materials: C(C)[O-].[Na+] (sodium ethanolate), ClC1=NC=CC(=C1)[N+](=O)[O-] (2-chloro-4-nitropyridine), CC(OCC)=O (EA). Solvent: C1CCOC1 (THF). Conditions: temperature 25 celsius, time 12 hour. The product is ClC1=NC=CC(=C1)OCC (2-chloro-4-ethoxypyridine). Yield: 93.5%. RXN SMILES: [Cl:1][C:2]1[CH:7]=[C:6]([N+]([O-])=O)[CH:5]=[CH:4][N:3]=1.[CH2:11]([O-:13])[CH3:12].[Na+].CC(=O)OCC>C1COCC1>[Cl:1][C:2]1[CH:7]=[C:6]([O:13][CH2:11][CH3:12])[CH:5]=[CH:4][N:3]=1 |f:1.2|. Procedure details: To a mixture of 2-chloro-4-nitropyridine (170 g, 1070 mmol) in THF (2 L) was added sodium ethanolate (109.45 g, 1610 mmol) slowly at 0° C. The mixture was stirred at 25° C. for 12 h. LCMS and TLC (PE/EA=5:1, Rf=0.6) showed the reaction was finished. The mixture was filtered, and most solvent of the filtrate was removed in vacuo. The residue was extracted with EA (800 mL×3), and the organic layer was washed with saturated NaCl solution (1 L), dried over Na2SO4, filtered, and concentrated to give ...